Dataset: the Open Reaction Database (ORD), a public repository of structured organic reaction records. Task: describe an organic reaction: reactants, conditions, products, and yield As a reaction SMILES: [CH2:1]([c:2]1[cH:3][cH:4][cH:5][cH:6][cH:7]1)[n:8]1[c:9]([C:81]#[C:82][C:83]([c:84]2[cH:85][cH:86][cH:87][cH:88][cH:89]2)([c:90]2[cH:91][cH:92][cH:93][cH:94][cH:95]2)[OH:96])[c:10]([CH:74]=[CH:75][C:76](=[O:77])[O:78][CH2:79][CH3:80])[cH:11][c:12]1[C:13]([NH:14][c:15]1[cH:16][c:17]([CH2:56][CH2:57][CH2:58][CH2:59][CH2:60][CH2:61][N:62]2[C:63](=[O:72])[c:64]3[cH:65][cH:66][cH:67][cH:68][c:69]3[C:70]2=[O:71])[c:18]([O:38][CH2:39][CH2:40][CH2:41][CH2:42][CH2:43][CH2:44][N:45]2[C:46](=[O:55])[c:47]3[cH:48][cH:49][cH:50][cH:51][c:52]3[C:53]2=[O:54])[c:19]([CH2:21][CH2:22][CH2:23][CH2:24][CH2:25][CH2:26][N:27]2[C:28](=[O:37])[c:29]3[cH:30][cH:31][cH:32][cH:33][c:34]3[C:35]2=[O:36])[cH:20]1)=[O:73].[CH3:97][CH2:98][O:99][C:100]([CH3:101])=[O:102]>>[CH2:1]([c:2]1[cH:3][cH:4][cH:5][cH:6][cH:7]1)[n:8]1[c:9]([C:81]#[C:82][C:83]([c:84]2[cH:85][cH:86][cH:87][cH:88][cH:89]2)([c:90]2[cH:91][cH:92][cH:93][cH:94][cH:95]2)[OH:96])[c:10]([CH2:74][CH2:75][C:76](=[O:77])[O:78][CH2:79][CH3:80])[cH:11][c:12]1[C:13]([NH:14][c:15]1[cH:16][c:17]([CH2:56][CH2:57][CH2:58][CH2:59][CH2:60][CH2:61][N:62]2[C:63](=[O:72])[c:64]3[cH:65][cH:66][cH:67][cH:68][c:69]3[C:70]2=[O:71])[c:18]([O:38][CH2:39][CH2:40][CH2:41][CH2:42][CH2:43][CH2:44][N:45]2[C:46](=[O:55])[c:47]3[cH:48][cH:49][cH:50][cH:51][c:52]3[C:53]2=[O:54])[c:19]([CH2:21][CH2:22][CH2:23][CH2:24][CH2:25][CH2:26][N:27]2[C:28](=[O:37])[c:29]3[cH:30][cH:31][cH:32][cH:33][c:34]3[C:35]2=[O:36])[cH:20]1)=[O:73]. Reactants: CCOC(=O)C=Cc1cc(C(=O)Nc2cc(CCCCCCN3C(=O)c4ccccc4C3=O)c(OCCCCCCN3C(=O)c4ccccc4C3=O)c(CCCCCCN3C(=O)c4ccccc4C3=O)c2)n(Cc2ccccc2)c1C#CC(O)(c1ccccc1)c1ccccc1, CCOC(C)=O. The product is CCOC(=O)CCc1cc(C(=O)Nc2cc(CCCCCCN3C(=O)c4ccccc4C3=O)c(OCCCCCCN3C(=O)c4ccccc4C3=O)c(CCCCCCN3C(=O)c4ccccc4C3=O)c2)n(Cc2ccccc2)c1C#CC(O)(c1ccccc1)c1ccccc1.